From a dataset of the Open Reaction Database (ORD), a public repository of structured organic reaction records. describe an organic reaction: reactants, conditions, products, and yield Reactants: OC=1C=C(C=O)C=CC1 (3-hydroxybenzaldehyde), BrCCCCCl (1-bromo-4-chlorobutane), C([O-])([O-])=O.[K+].[K+] (potassium carbonate), COC1=C(C=CC=C1)N1CCNCC1 (1-(2-methoxyphenyl)-piperazine), C([O-])([O-])=O.[Na+].[Na+] (sodium carbonate), [I-].[K+] (potassium iodide), [BH4-].[Na+] (sodium borohydride), N1C=NC=C1 (imidazole), C([O-])([O-])=O.[K+].[K+] (potassium carbonate), [I-].[K+] (potassium iodide), S(=O)(Cl)Cl (thionyl chloride). Solvent: O (water), CC(=O)C (acetone), N1=CC=CC=C1 (pyridine). Run at temperature 25 celsius, time 2 hour. Yields the product Cl.N1(C=NC=C1)CC=1C=C(OCCCCN2CCN(CC2)C2=C(C=CC=C2)OC)C=CC1 (1-[4-(3-imidazol-1-ylmethyl-phenoxy)-butyl]-4-(2-methoxy-phenyl)-piperazine hydrochloride). As a reaction SMILES: [OH:1][C:2]1[CH:3]=[C:4]([CH:7]=[CH:8][CH:9]=1)[CH:5]=O.Br[CH2:11][CH2:12][CH2:13][CH2:14][Cl:15].C(=O)([O-])[O-].[K+].[K+].[BH4-].[Na+].[CH3:24][O:25][C:26]1[CH:31]=[CH:30][CH:29]=[CH:28][C:27]=1[N:32]1[CH2:37][CH2:36][NH:35][CH2:34][CH2:33]1.C(=O)([O-])[O-].[Na+].[Na+].[I-].[K+].S(Cl)(Cl)=O.[NH:50]1[CH:54]=[CH:53][N:52]=[CH:51]1>CC(C)=O.O.N1C=CC=CC=1>[ClH:15].[N:50]1([CH2:5][C:4]2[CH:3]=[C:2]([CH:9]=[CH:8][CH:7]=2)[O:1][CH2:11][CH2:12][CH2:13][CH2:14][N:35]2[CH2:36][CH2:37][N:32]([C:27]3[CH:28]=[CH:29][CH:30]=[CH:31][C:26]=3[O:25][CH3:24])[CH2:33][CH2:34]2)[CH:54]=[CH:53][N:52]=[CH:51]1 |f:2.3.4,5.6,8.9.10,11.12,18.19|. Reported procedure: A mixture of 3-hydroxybenzaldehyde (5 mmol), 1-bromo-4-chlorobutane (5 mmol), and potassium carbonate (15 mmol) was refluxed in 100 ml of acetone for 6 h. This solution was then concentrated in a rotary evaporator and diluted with ethyl acetate, then washed with brine, and the resulting organic layer was dried and purified by column chromatography. This was dissolved in methanol (50 ml) and was added with sodium borohydride (10 mmol) at 25° C., and was stirred at 25° C. for 2 h. This solution wa... Starting materials: CON(C(=O)C=1N=CN(C1)C=1C=C(C=CC1)C1=C(C(=CC=C1)F)OC)C (1-(3′-Fluoro-2′-methoxy-biphenyl-3-yl)-1H-imidazole-4-carboxylic acid methoxy-methyl-amide), CC1=CN=CS1 (5-methylthiazole). Product: FC=1C(=C(C=CC1)C1=CC(=CC=C1)N1C=NC(=C1)C(=O)C=1SC(=CN1)C)OC ([1-(3′-Fluoro-2′-methoxy-biphenyl-3-yl)-1H-imidazol-4-yl]-(5-methyl-thiazol-2-yl)-methanone). As a reaction SMILES: CON(C)[C:4]([C:6]1[N:7]=[CH:8][N:9]([C:11]2[CH:12]=[C:13]([C:17]3[CH:22]=[CH:21][CH:20]=[C:19]([F:23])[C:18]=3[O:24][CH3:25])[CH:14]=[CH:15][CH:16]=2)[CH:10]=1)=[O:5].[CH3:27][C:28]1[S:32][CH:31]=[N:30][CH:29]=1>>[F:23][C:19]1[C:18]([O:24][CH3:25])=[C:17]([C:13]2[CH:14]=[CH:15][CH:16]=[C:11]([N:9]3[CH:10]=[C:6]([C:4]([C:31]4[S:32][C:28]([CH3:27])=[CH:29][N:30]=4)=[O:5])[N:7]=[CH:8]3)[CH:12]=2)[CH:22]=[CH:21][CH:20]=1. Procedure: This compound is prepared by method C using compound 12h and 5-methylthiazole Reactants: CC#N, Cl, CCC(NS(=O)(=O)C(F)(F)F)C1CCC2(CC1)OCCO2. The product is CCC(NS(=O)(=O)C(F)(F)F)C1CCC(=O)CC1. RXN SMILES: [CH3:23][C:24]#[N:25].[ClH:22].[O:1]1[CH2:3][CH2:2][O:4][C:5]12[CH2:6][CH2:7][CH:8]([CH:11]([CH2:12][CH3:13])[NH:14][S:15](=[O:16])(=[O:17])[C:18]([F:19])([F:20])[F:21])[CH2:9][CH2:10]2>>[O:4]=[C:5]1[CH2:6][CH2:7][CH:8]([CH:11]([CH2:12][CH3:13])[NH:14][S:15](=[O:16])(=[O:17])[C:18]([F:19])([F:20])[F:21])[CH2:9][CH2:10]1. The reactants are [OH-].[NH4+] (ammonium hydroxide), NC1=C(C(=O)O)C=C(C(=C1)F)F (2-amino-4,5-difluorobenzoic acid), O1CCCC1 (tetrahydrofuran), solution, C(=O)(Cl)Cl (phosgene). Solvent: C1(=CC=CC=C1)C (toluene). Run at temperature 0 celsius, time 15 minute. Yields the product NC1=C(C(=O)N)C=C(C(=C1)F)F (2-amino-4,5-difluorobenzamide). The yield is 62.0%. RXN SMILES: [NH2:1][C:2]1[CH:10]=[C:9]([F:11])[C:8]([F:12])=[CH:7][C:3]=1[C:4](O)=[O:5].O1CCCC1.C(Cl)(Cl)=O.[OH-].[NH4+:23]>C1(C)C=CC=CC=1>[NH2:1][C:2]1[CH:10]=[C:9]([F:11])[C:8]([F:12])=[CH:7][C:3]=1[C:4]([NH2:23])=[O:5] |f:3.4|. Procedure: A round-bottomed flask was charged with 2-amino-4,5-difluorobenzoic acid (2 g, 11.7 mmol) and 50 mL tetrahydrofuran (THF). The flask was cooled to 0° C., whereupon a 20% solution of phosgene (6.11 mL, 11.7 mmol) in toluene was added dropwise. The reaction was stirred for 15 min at 0° C., after which a large stoichiometric excess of ammonium hydroxide was added. The reaction was then warmed to room temperature, stirred for 18 h, then washed with water, and then extracted three times with ethyl ac... Reactants: CCCCCCCCCCCCCCCCCCOCC(COC(c1ccccc1)(c1ccccc1)c1ccccc1)OC(=O)N1CCOCC1, CC(=O)O. The product is CCCCCCCCCCCCCCCCCCOCC(CO)OC(=O)N1CCOCC1. As a reaction SMILES: [CH2:1]([CH2:2][CH2:3][CH2:4][CH2:5][CH2:6][CH2:7][CH2:8][CH2:9][CH2:10][CH2:11][CH2:12][CH2:13][CH2:14][CH2:15][CH2:16][CH2:17][CH3:18])[O:19][CH2:20][CH:21]([CH2:22][O:23][C:24]([c:25]1[cH:26][cH:27][cH:28][cH:29][cH:30]1)([c:31]1[cH:32][cH:33][cH:34][cH:35][cH:36]1)[c:37]1[cH:38][cH:39][cH:40][cH:41][cH:42]1)[O:43][C:44](=[O:45])[N:46]1[CH2:47][CH2:48][O:49][CH2:50][CH2:51]1.[CH3:52][C:53](=[O:54])[OH:55]>>[CH2:1]([CH2:2][CH2:3][CH2:4][CH2:5][CH2:6][CH2:7][CH2:8][CH2:9][CH2:10][CH2:11][CH2:12][CH2:13][CH2:14][CH2:15][CH2:16][CH2:17][CH3:18])[O:19][CH2:20][CH:21]([CH2:22][OH:23])[O:43][C:44](=[O:45])[N:46]1[CH2:47][CH2:48][O:49][CH2:50][CH2:51]1.